Dataset: the Open Reaction Database (ORD), a public repository of structured organic reaction records. Task: describe an organic reaction: reactants, conditions, products, and yield The reactants are O=C(O)C=Cc1cnn(Cc2ccccc2)c1-c1ccc(F)cc1, O=C(O)C=Cc1cn(Cc2ccccc2)nc1-c1ccc(F)cc1, CCN=C=NCCCN(C)C, CN(C)C=O, Cl, Cl, CCOP(=O)(Cc1ccc(N)cc1)OCC. The product is CCOP(=O)(Cc1ccc(NC(=O)C=Cc2cnn(Cc3ccccc3)c2-c2ccc(F)cc2)cc1)OCC. RXN SMILES: [CH2:1]([c:2]1[cH:3][cH:4][cH:5][cH:6][cH:7]1)[n:8]1[n:9][cH:10][c:11]([CH:20]=[CH:21][C:22](=[O:23])[OH:24])[c:12]1-[c:13]1[cH:14][cH:15][c:16]([F:19])[cH:17][cH:18]1.[CH2:25]([n:26]1[cH:27][c:28]([CH:29]=[CH:30][C:31]([OH:32])=[O:33])[c:34](-[c:35]2[cH:36][cH:37][c:38]([F:39])[cH:40][cH:41]2)[n:42]1)[c:43]1[cH:44][cH:45][cH:46][cH:47][cH:48]1.[CH2:50]([N:51]=[C:52]=[N:53][CH2:54][CH2:55][CH2:56][N:57]([CH3:58])[CH3:59])[CH3:60].[CH3:78][N:79]([CH3:80])[CH:81]=[O:82].[ClH:49].[ClH:77].[NH2:61][c:62]1[cH:63][cH:64][c:65]([CH2:66][P:67]([O:68][CH2:69][CH3:70])([O:71][CH2:72][CH3:73])=[O:74])[cH:75][cH:76]1>>[CH2:1]([c:2]1[cH:3][cH:4][cH:5][cH:6][cH:7]1)[n:8]1[n:9][cH:10][c:11]([CH:20]=[CH:21][C:22](=[O:23])[NH:61][c:62]2[cH:63][cH:64][c:65]([CH2:66][P:67]([O:68][CH2:69][CH3:70])([O:71][CH2:72][CH3:73])=[O:74])[cH:75][cH:76]2)[c:12]1-[c:13]1[cH:14][cH:15][c:16]([F:19])[cH:17][cH:18]1. The reactants are NC1=NOC(=C1)C(C)(C)C (3-amino-5-(t-butyl)isoxazole), NC1=CC(=NO1)C(C)(C)C (5-amino-3-(t-butyl)isoxazole), lower alkyl pivalate. Run in C(C)#N (acetonitrile). Product: C(C(C)(C)C)(=O)CC#N (pivalyl acetonitrile). Reaction SMILES: [NH2:1][C:2]1[CH:6]=[C:5]([C:7]([CH3:10])([CH3:9])[CH3:8])[O:4]N=1.NC1ON=C(C(C)(C)C)C=1>C(#N)C>[C:5]([CH2:6][C:2]#[N:1])(=[O:4])[C:7]([CH3:10])([CH3:9])[CH3:8]. Procedure details: This invention relates to a method for optimizing the yield of 3-amino-5-(t-butyl)isoxazole over the yield of the isomeric 5-amino-3-(t-butyl)isoxazole. The method is carried out in a stepwise manner utilizing in a first step the reaction of a lower alkyl pivalate with acetonitrile in the presence of a base to yield pivalyl acetonitrile, which pivalyl acetonitrile is then reacted with hydroxylamine under carefully controlled conditions of pH to yield a preponderance of 3-amino-5-(t-butyl)isoxazo... Starting materials: BrC1=C2N=CNC2=NC=N1 (6-bromo-9H-purine), ClC1=C2C=CC=NC2=C(C(=C1)C(C)N)N1CCC(CC1)(F)F (1-[5-chloro-8-(4,4-difluoropiperidin-1-yl)quinolin-7-yl]ethanamine), C(C)(C)N(C(C)C)CC (N,N-diisopropylethylamine). The solvent is C(C)O (ethanol). Product: ClC1=C2C=CC=NC2=C(C(=C1)C(C)NC1=C2N=CNC2=NC=N1)N1CCC(CC1)(F)F (N-{1-[5-Chloro-8-(4,4-difluoropiperidin-1-yl)quinolin-7-yl]ethyl}-9H-purin-6-amine). As a reaction SMILES: Br[C:2]1[N:10]=[CH:9][N:8]=[C:7]2[C:3]=1[N:4]=[CH:5][NH:6]2.[Cl:11][C:12]1[CH:21]=[C:20]([CH:22]([NH2:24])[CH3:23])[C:19]([N:25]2[CH2:30][CH2:29][C:28]([F:32])([F:31])[CH2:27][CH2:26]2)=[C:18]2[C:13]=1[CH:14]=[CH:15][CH:16]=[N:17]2.C(N(CC)C(C)C)(C)C>C(O)C>[Cl:11][C:12]1[CH:21]=[C:20]([CH:22]([NH:24][C:2]2[N:10]=[CH:9][N:8]=[C:7]3[C:3]=2[N:4]=[CH:5][NH:6]3)[CH3:23])[C:19]([N:25]2[CH2:26][CH2:27][C:28]([F:32])([F:31])[CH2:29][CH2:30]2)=[C:18]2[C:13]=1[CH:14]=[CH:15][CH:16]=[N:17]2. Procedure: A mixture of 6-bromo-9H-purine (0.0244 g, 0.123 mmol), 1-[5-chloro-8-(4,4-difluoropiperidin-1-yl)quinolin-7-yl]ethanamine (0.020 g, 0.061 mmol), and N,N-diisopropylethylamine (0.021 mL, 0.12 mmol) in ethanol (0.2 mL) was heated at reflux under nitrogen overnight. The mixture was evaporated and the resulting residue was purified on a RP-HPLC (XBridge C18 column, eluting with a gradient of acetonitrile in water with 0.2% ammonium hydroxide, at a flow rate of 30 mL/min) to give the desired product....